This data is from the Open Reaction Database (ORD), a public repository of structured organic reaction records. The task is: describe an organic reaction: reactants, conditions, products, and yield Reactants: FC1=C(C=C(C(=C1)F)[N+](=O)[O-])O (2,4-difluoro-5-nitrophenol). Reagents/catalysts: [OH-].[Pd+2].[OH-] (palladium hydroxide). The solvent is CCOC(=O)C (EtOAc). Run at time 6 hour. The product is NC=1C(=CC(=C(C1)O)F)F (5-amino-2,4-difluorophenol). Yield: 95.5%. As a reaction SMILES: [F:1][C:2]1[CH:7]=[C:6]([F:8])[C:5]([N+:9]([O-])=O)=[CH:4][C:3]=1[OH:12]>CCOC(C)=O.[OH-].[Pd+2].[OH-]>[NH2:9][C:5]1[C:6]([F:8])=[CH:7][C:2]([F:1])=[C:3]([OH:12])[CH:4]=1 |f:2.3.4|. Reported procedure: To a suspension of 2,4-difluoro-5-nitrophenol (1.01 g, 5.77 mmol) in EtOAc was added palladium hydroxide (0.08 g, 0.57 mmol) and the resulting slurry was stirred under a hydrogen atmosphere for 6 h. The mixture was filtered through a Celite® pad, washing with EtOAc (2×10 mL) and the filtrate was concentrated to afford 5-amino-2,4-difluorophenol (0.8 g, 96% yield) as a solid. 1H NMR (400 MHz, DMSO-d6) δ 9.28 (s, 1H), 6.91 (t, J=7.2 Hz, 1H), 6.35 (t, J=8.8 Hz, 1H), 4.84 (brs, 2H); MS (ESI) m/z: 14... Starting materials: CCOCCn1cc(C2CCNCC2)c2cccnc21, COC(=O)c1ccccc1OCCCl. Yields the product CCOCCn1cc(C2CCN(CCOc3ccccc3C(=O)OC)CC2)c2cccnc21. RXN SMILES: [CH2:1]([CH3:2])[O:3][CH2:4][CH2:5][n:6]1[cH:7][c:8]([CH:15]2[CH2:16][CH2:17][NH:18][CH2:19][CH2:20]2)[c:9]2[c:10]1[n:11][cH:12][cH:13][cH:14]2.[CH3:21][O:22][C:23]([c:24]1[c:25]([O:30][CH2:31][CH2:32][Cl:33])[cH:26][cH:27][cH:28][cH:29]1)=[O:34]>>[CH2:1]([CH3:2])[O:3][CH2:4][CH2:5][n:6]1[cH:7][c:8]([CH:15]2[CH2:16][CH2:17][N:18]([CH2:32][CH2:31][O:30][c:25]3[c:24]([C:23]([O:22][CH3:21])=[O:34])[cH:29][cH:28][cH:27][cH:26]3)[CH2:19][CH2:20]2)[c:9]2[c:10]1[n:11][cH:12][cH:13][cH:14]2. Reported procedure: 60 G. of 3-hydroxy-5-keto-4-phenylazo-3-cyclohexene-carboxylic acid, 200 ml. of methanol, 1200 ml. of benzene and 5 g. of p-toluenesulfonic acid were boiled together under reflux on a water separator for 18 hours. After cooling, the solution was washed with 500 ml. of a 5% sodium bicarbonate solution, then washed with water, dried and evaporated. The residue was dissolved in ethyl acetate and purified on an aluminum oxide column (500 g.; activity stage I). After evaporation of the ethylacetate, ... RXN SMILES: [OH:1][C:2]1[CH2:3][CH:4](C(O)=O)[CH2:5][C:6](=[O:16])[C:7]=1[N:8]=[N:9][C:10]1[CH:15]=[CH:14][CH:13]=[CH:12][CH:11]=1.[CH3:20][OH:21].[CH:22]1C=CC=CC=1.C1(C)C=CC(S(O)(=O)=O)=CC=1.[OH2:39]>>[CH3:20][O:21][C:22]([C:2]1([OH:1])[CH:7]([N:8]=[N:9][C:10]2[CH:11]=[CH:12][CH:13]=[CH:14][CH:15]=2)[C:6](=[O:16])[CH2:5][CH2:4][CH2:3]1)=[O:39]. Starting materials: OC=1CC(CC(C1N=NC1=CC=CC=C1)=O)C(=O)O (3-hydroxy-5-keto-4-phenylazo-3-cyclohexene-carboxylic acid), C1(=CC=C(C=C1)S(=O)(=O)O)C (p-toluenesulfonic acid), O (water), CO (methanol), C1=CC=CC=C1 (benzene). Yields the product COC(=O)C1(CCCC(C1N=NC1=CC=CC=C1)=O)O (3-hydroxy-5-keto-4-phenylazo-3-cyclohexane-carboxylic acid methyl ester). Starting materials: C(C)(C)I (isopropyl iodide), C([O-])([O-])=O.[K+].[K+] (potassium carbonate), ClC=1C(NN=C(C1NCC1=CC(=C(C=C1)OC)OCCC)[N+](=O)[O-])=O (4-chloro-5-(3-n-propoxy-4-methoxybenzylamino)-6-nitro-3(2H)pyridazinone). Solvent: C(C)C(=O)C (methyl ethyl ketone). Reaction conditions: time 1.5 hour. Yields the product C(C)(C)N1N=C(C(=C(C1=O)Cl)NCC1=CC(=C(C=C1)OC)OCCC)[N+](=O)[O-] (2-i-propyl-4-chloro-5-(3-n-propoxy-4-methoxybenzylamino)-6-nitro-3(2H)pyridazinone). Reaction SMILES: [Cl:1][C:2]1[C:3](=[O:25])[NH:4][N:5]=[C:6]([N+:22]([O-:24])=[O:23])[C:7]=1[NH:8][CH2:9][C:10]1[CH:15]=[CH:14][C:13]([O:16][CH3:17])=[C:12]([O:18][CH2:19][CH2:20][CH3:21])[CH:11]=1.[CH:26](I)([CH3:28])[CH3:27].C(=O)([O-])[O-].[K+].[K+]>C(C(C)=O)C>[CH:26]([N:4]1[C:3](=[O:25])[C:2]([Cl:1])=[C:7]([NH:8][CH2:9][C:10]2[CH:15]=[CH:14][C:13]([O:16][CH3:17])=[C:12]([O:18][CH2:19][CH2:20][CH3:21])[CH:11]=2)[C:6]([N+:22]([O-:24])=[O:23])=[N:5]1)([CH3:28])[CH3:27] |f:2.3.4|. Procedure details: A mixture comprising 500 mg of 4-chloro-5-(3-n-propoxy-4-methoxybenzylamino)-6-nitro-3(2H)pyridazinone (Compound No. 22) prepared in Example 2, 691 mg of isopropyl iodide, 562 mg of anhydrous potassium carbonate and 25 ml of methyl ethyl ketone, was refluxed under stirring for 1.5 hours. The solvent was distilled off under reduced pressure, and water was added to the residue thereby obtained. The mixture was extracted with diethyl ether. The extract was washed with a saturated sodium chloride aq... Reactants: OC(C)C1C2CC(=C(N2C1=O)C(=O)OCC1=CC=CC=C1)OS(=O)(=O)C=1C(=CC=CC1)C (benzyl 6-(1-hydroxyethyl)-3-toluenesulfonyloxy-1-azabicyclo[3.2.0]hept-2-en-7-one-2-carboxylate), C([O-])(O)=O.[Na+] (sodium bicarbonate), O1CCOCC1 (dioxane). Reagents/catalysts: [Pd] (palladium on charcoal). The solvent is O (water). Conditions: time 30 minute. Yields the product OC(C)C1C2CC(=C(N2C1=O)C(=O)[O-])OS(=O)(=O)C=1C(=CC=CC1)C.[Na+] (sodium 6-(1-hydroxyethyl)-3-toluenesulfonyloxy-1-azabicyclo[3.2.0]hept-2-en-7-one-2-carboxylate). As a reaction SMILES: [OH:1][CH:2]([CH:4]1[C:10](=[O:11])[N:9]2[CH:5]1[CH2:6][C:7]([O:22][S:23]([C:26]1[C:27]([CH3:32])=[CH:28][CH:29]=[CH:30][CH:31]=1)(=[O:25])=[O:24])=[C:8]2[C:12]([O:14]CC1C=CC=CC=1)=[O:13])[CH3:3].C(=O)(O)[O-].[Na+:37].O1CCOCC1>[Pd].O>[OH:1][CH:2]([CH:4]1[C:10](=[O:11])[N:9]2[CH:5]1[CH2:6][C:7]([O:22][S:23]([C:26]1[C:27]([CH3:32])=[CH:28][CH:29]=[CH:30][CH:31]=1)(=[O:25])=[O:24])=[C:8]2[C:12]([O-:14])=[O:13])[CH3:3].[Na+:37] |f:1.2,6.7|. Reported procedure: A mixture of benzyl 6-(1-hydroxyethyl)-3-toluenesulfonyloxy-1-azabicyclo[3.2.0]hept-2-en-7-one-2-carboxylate (30 mg), 10% palladium on charcoal (30 mg), sodium bicarbonate (6 mg), dioxane (3 ml) and water (1 ml) is hydrogenated at 40 psi for 30 mins. The mixture is filtered to remove the catalyst which is washed with water (3×3 ml) The combined filtrate is extracted with ethylacetate (3×2 ml), concentrated in vacuo to ca. 2 ml, and lyophilized to give sodium 6-(1-hydroxyethyl)-3-toluenesulfonylo... Reactants: O1CCN(CC1)CCCN1N=C(C2=CC(=CC=C12)O)NCCCN(CC)CC (1-(3-morpholinopropyl)-3-(3-diethylaminopropylamino)-5-hydroxyindazole), Cl (hydrogen chloride), C(C)OCC (diethyl ether). The solvent is C(C)O (ethyl alcohol). Product: Cl.Cl.O1CCN(CC1)CCCN1N=C(C2=CC(=CC=C12)O)NCCCN(CC)CC (1-(3-morpholinopropyl)-3-(3-diethylaminopropylamino)-5-hydroxyindazole dihydrochloride). As a reaction SMILES: [O:1]1[CH2:6][CH2:5][N:4]([CH2:7][CH2:8][CH2:9][N:10]2[C:18]3[C:13](=[CH:14][C:15]([OH:19])=[CH:16][CH:17]=3)[C:12]([NH:20][CH2:21][CH2:22][CH2:23][N:24]([CH2:27][CH3:28])[CH2:25][CH3:26])=[N:11]2)[CH2:3][CH2:2]1.[ClH:29].C(OCC)C>C(O)C>[ClH:29].[ClH:29].[O:1]1[CH2:6][CH2:5][N:4]([CH2:7][CH2:8][CH2:9][N:10]2[C:18]3[C:13](=[CH:14][C:15]([OH:19])=[CH:16][CH:17]=3)[C:12]([NH:20][CH2:21][CH2:22][CH2:23][N:24]([CH2:27][CH3:28])[CH2:25][CH3:26])=[N:11]2)[CH2:3][CH2:2]1 |f:4.5.6|. Procedure details: In 50 ml of absolute ethyl alcohol was dissolved 3.0 g of the 1-(3-morpholinopropyl)-3-(3-diethylaminopropylamino)-5-hydroxyindazole, and into the solution was introduced dried hydrogen chloride gas under cooling with ice. Then to the solution was added anhydrous diethyl ether to separate crystals. The crystals were obtained by filtration and dried to give 1-(3-morpholinopropyl)-3-(3-diethylaminopropylamino)-5-hydroxyindazole dihydrochloride having the following analytical value.